Dataset: the Open Reaction Database (ORD), a public repository of structured organic reaction records. Task: describe an organic reaction: reactants, conditions, products, and yield The reactants are FC(C=1C=C(N)C=CC1)(F)F (3-trifluoromethylaniline), ClC1=CC=CC(=N1)NC1=CC(=C(C=C1)N1C=NC(=C1)C)OC ((6-chloro-pyridin-2-yl)-[3-methoxy-4-(4-methyl-imidazol-1-yl)-phenyl]-amine). Product: COC=1C=C(C=CC1N1C=NC(=C1)C)NC1=NC(=CC=C1)NC1=CC(=CC=C1)C(F)(F)F (N-[3-Methoxy-4-(4-methyl-imidazol-1-yl)-phenyl]-N′-(3-trifluoromethyl-phenyl)-pyridine-2,6-diamine), solid. Isolated yield 48.0%. RXN SMILES: [F:1][C:2]([F:11])([F:10])[C:3]1[CH:4]=[C:5]([CH:7]=[CH:8][CH:9]=1)[NH2:6].Cl[C:13]1[N:18]=[C:17]([NH:19][C:20]2[CH:25]=[CH:24][C:23]([N:26]3[CH:30]=[C:29]([CH3:31])[N:28]=[CH:27]3)=[C:22]([O:32][CH3:33])[CH:21]=2)[CH:16]=[CH:15][CH:14]=1>>[CH3:33][O:32][C:22]1[CH:21]=[C:20]([NH:19][C:17]2[CH:16]=[CH:15][CH:14]=[C:13]([NH:6][C:5]3[CH:7]=[CH:8][CH:9]=[C:3]([C:2]([F:10])([F:11])[F:1])[CH:4]=3)[N:18]=2)[CH:25]=[CH:24][C:23]=1[N:26]1[CH:30]=[C:29]([CH3:31])[N:28]=[CH:27]1. Procedure: Prepared in analogy to example 62 from 3-trifluoromethylaniline and (6-chloro-pyridin-2-yl)-[3-methoxy-4-(4-methyl-imidazol-1-yl)-phenyl]-amine. The title compound was obtained as a brownish solid (Yield=48%). MS ISP (m/e): 440.3 (100) [(M+H)+]. 1H NMR (DMSO-D6, 300 MHz): δ (ppm)=9.24 (s, 1H), 9.13 (s, 1H), 7.93 (s, 1H), 7.82 (d, 1H), 7.65 (s, 1H), 7.55-7.40 (m, 2H), 7.36 (d, 1H), 7.25-7.10 (m, 3H), 7.00 (s, 1H), 6.32 (t, 2H), 3.54 (s, 3H), 2.15 (s, 3H). Reactants: FC(C(=O)O)(F)F.CNC([C@@H](N)CC1=CC=CC=C1)=O ((L)-phenylalanine N-methyl amide trifluoroacetic acid salt), CN1CCOCC1 (N-methylmorpholine), COC1=CC=C(CSC(C(=O)N[C@@H](CCC2=CC=CC=C2)C(=O)O)CCC)C=C1 (2-(4-methoxybenzylthio)-pentanoyl-(L)-homophenylalanine), Cl.CN(CCCN=C=NCC)C (1-(3-dimethylaminopropyl)-3-ethylcarbodiimide hydrochloride), OC1=CC=CC=2NN=NC21 (hydroxybenzotriazole). Solvent: CO.ClCCl (methanol dichloromethane), ClCCl (dichloromethane). Conditions: time 15 minute. Product: CNC([C@@H](NC([C@@H](NC(C(CCC)SCC1=CC=C(C=C1)OC)=O)CCC1=CC=CC=C1)=O)CC1=CC=CC=C1)=O (2-(4-methoxybenzylthio)-pentanoyl-(L)-homophenylalanyl-(L)-phenylalanine N-methyl amide). Reaction SMILES: FC(F)(F)C(O)=O.[CH3:8][NH:9][C:10](=[O:20])[C@H:11]([CH2:13][C:14]1[CH:19]=[CH:18][CH:17]=[CH:16][CH:15]=1)[NH2:12].CN1CCOCC1.[CH3:28][O:29][C:30]1[CH:56]=[CH:55][C:33]([CH2:34][S:35][CH:36]([CH2:52][CH2:53][CH3:54])[C:37]([NH:39][C@H:40]([C:49](O)=[O:50])[CH2:41][CH2:42][C:43]2[CH:48]=[CH:47][CH:46]=[CH:45][CH:44]=2)=[O:38])=[CH:32][CH:31]=1.Cl.CN(C)CCCN=C=NCC.OC1C2N=NNC=2C=CC=1>ClCCl.CO.ClCCl>[CH3:8][NH:9][C:10](=[O:20])[C@H:11]([CH2:13][C:14]1[CH:19]=[CH:18][CH:17]=[CH:16][CH:15]=1)[NH:12][C:49](=[O:50])[C@H:40]([CH2:41][CH2:42][C:43]1[CH:48]=[CH:47][CH:46]=[CH:45][CH:44]=1)[NH:39][C:37](=[O:38])[CH:36]([S:35][CH2:34][C:33]1[CH:32]=[CH:31][C:30]([O:29][CH3:28])=[CH:56][CH:55]=1)[CH2:52][CH2:53][CH3:54] |f:0.1,4.5,8.9|. Procedure details: Combine (L)-phenylalanine N-methyl amide trifluoroacetic acid salt (0.22 g, 0.75 mmol) and N-methylmorpholine (0.09 mL, 0.83 mmol) in dichloromethane (5 mL). After 15 minutes, add 2-(4-methoxybenzylthio)-pentanoyl-(L)-homophenylalanine (0.18 g, 0.45 mmol) and 1-(3-dimethylaminopropyl)-3-ethylcarbodiimide hydrochloride (0.086 g, 0.45 mmol) and hydroxybenzotriazole (0.060 g, 0.45 mmol). After 18 hours, partition the reaction mixture between ethyl acetate and an aqueous 5% sulfuric acid solution. S... RXN SMILES: [C:1]([C:3]1[CH:10]=[CH:9][C:6]([CH:7]=O)=[C:5]([N:11]2[CH2:15][CH2:14][CH2:13][CH2:12]2)[CH:4]=1)#[N:2].[C-]#N.[K+].[C:19](=[O:22])([O-])[O-].[NH4+:23].[NH4+:24].[CH2:25]([OH:27])C.O>>[C:1]([C:3]1[CH:10]=[CH:9][C:6]([CH:7]2[NH:24][C:25](=[O:27])[NH:23][C:19]2=[O:22])=[C:5]([N:11]2[CH2:15][CH2:14][CH2:13][CH2:12]2)[CH:4]=1)#[N:2] |f:1.2,3.4.5,6.7|. Starting materials: C(#N)C1=CC(=C(C=O)C=C1)N1CCCC1 (4-cyano-2-(1-pyrrolidinyl)benzaldehyde), [C-]#N.[K+] (potassium cyanide), C([O-])([O-])=O.[NH4+].[NH4+] (ammonium carbonate), C(C)O.O (ethanol water). Reported procedure: A stirred mixture of 4-cyano-2-(1-pyrrolidinyl)benzaldehyde (0.50 g, 2.5 mmol), potassium cyanide (0.32 g, 5 mmol) and ammonium carbonate (0.96 g, 10 mmol) in 1:1 ethanol-water (10 ml) was heated to 75° C. for 2 hours in a sealed vessel. After dilution with water (20 ml), a solid precipitated on standing. The solid was filtered, washed with water, and then triturated with chloroform to give 5-(4-cyano-2-(1-pyrrolidinyl)phenyl)hydantoin as a yellow solid, m.p. 154° C. The product is C(#N)C1=CC(=C(C=C1)C1C(NC(N1)=O)=O)N1CCCC1 (5-(4-cyano-2-(1-pyrrolidinyl)phenyl)hydantoin). Reaction conditions: temperature 75 celsius. Starting materials: NCC1=C(C=C(C=C1)O)OC (4-aminomethyl-3-methoxy-phenol), BrCCCF (1-bromo-3-fluoro-propane), CC1([C@@H]2[C@H]1CC1=C(SC(=C21)C)C(=O)O)C ((1aS,5aR)-1,1,2-trimethyl-1,1a,5,5a-tetrahydro-3-thia-cyclopropa[a]pentalene-4-carboxylic acid). The product is FCCCOC1=CC(=C(CNC(=O)C2=C3C[C@@H]4[C@H](C3=C(S2)C)C4(C)C)C=C1)OC ((1aS,5aR)-1,1,2-Trimethyl-1,1a,5,5a-tetrahydro-3-thia-cyclopropa[a]pentalene-4-carboxylic acid 4-(3-fluoro-propoxy)-2-methoxy-benzylamide). Reaction SMILES: [NH2:1][CH2:2][C:3]1[CH:8]=[CH:7][C:6]([OH:9])=[CH:5][C:4]=1[O:10][CH3:11].Br[CH2:13][CH2:14][CH2:15][F:16].[CH3:17][C:18]1([CH3:31])[C@@H:20]2[CH2:21][C:22]3[C:26]([C@H:19]12)=[C:25]([CH3:27])[S:24][C:23]=3[C:28](O)=[O:29]>>[F:16][CH2:15][CH2:14][CH2:13][O:9][C:6]1[CH:7]=[CH:8][C:3]([CH2:2][NH:1][C:28]([C:23]2[S:24][C:25]([CH3:27])=[C:26]3[C:22]=2[CH2:21][C@H:20]2[C:18]([CH3:31])([CH3:17])[C@H:19]23)=[O:29])=[C:4]([O:10][CH3:11])[CH:5]=1. Procedure details: (1aS,5aR)-1,1,2-Trimethyl-1,1a,5,5a-tetrahydro-3-thia-cyclopropa[a]pentalene-4-carboxylic acid 4-(3-fluoro-propoxy)-2-methoxy-benzylamide is prepared starting from 4-aminomethyl-3-methoxy-phenol, 1-bromo-3-fluoro-propane and (1aS,5aR)-1,1,2-trimethyl-1,1a,5,5a-tetrahydro-3-thia-cyclopropa[a]pentalene-4-carboxylic acid in analogy to the procedures given in Example 36. LC-MS: tR=1.10 min, [M+1]+=418.14. The reactants are N (NH3), Cl (HCl), CC(C)O (2-propanol), NC1=CC(=C(C(=O)OC[C@@H]2[C@@H](CN(CC2)C(=O)OC(C)(C)C)O)C=C1Cl)OC ((±)-1,1-dimethylethyl cis-4-[[(4-amino-5-chloro-2-methoxybenzoyl)oxy]-methyl]-3-hydroxy-1-piperidinecarboxylate). Run in C1CCOC1 (THF). Conditions: time 2 hour. Product: NC1=CC(=C(C(=O)OC[C@@H]2[C@@H](CNCC2)O)C=C1Cl)OC ((±) cis-(3-hydroxy-4-piperidinyl)methyl 4-amino-5-chloro-2-methoxybenzoate). Yield: 27.6%. RXN SMILES: [NH2:1][C:2]1[C:25]([Cl:26])=[CH:24][C:5]([C:6]([O:8][CH2:9][C@H:10]2[CH2:15][CH2:14][N:13](C(OC(C)(C)C)=O)[CH2:12][C@H:11]2[OH:23])=[O:7])=[C:4]([O:27][CH3:28])[CH:3]=1.Cl.CC(O)C.N>C1COCC1>[NH2:1][C:2]1[C:25]([Cl:26])=[CH:24][C:5]([C:6]([O:8][CH2:9][C@H:10]2[CH2:15][CH2:14][NH:13][CH2:12][C@H:11]2[OH:23])=[O:7])=[C:4]([O:27][CH3:28])[CH:3]=1. Procedure details: A mixture of (±)-1,1-dimethylethyl cis-4-[[(4-amino-5-chloro-2-methoxybenzoyl)oxy]-methyl]-3-hydroxy-1-piperidinecarboxylate (0.053 mol) in THF (250 ml) and a mixture of HCl and 2-propanol (25 ml) was stirred for 2 hours at room temperature, then for 10 minutes at 50° C., then cooled again to room temperature. The mixture was alkalinized with NH3. The organic layer was separated, dried (MgSO4), filtered and the solvent was evaporated. The residue was purified by column chromatography over silica... Starting materials: ClC1=CC=C(C(=C1C(=O)NC=1C=C2C(=NC1)N(N=C2OCC)C(=O)OC(C)(C)C)F)NS(=O)(=O)CCC (tert-butyl 5-(6-chloro-2-fluoro-3-(propylsulfonamido)benzamido)-3-ethoxy-1H-pyrazolo[3,4-b]pyridine-1-carboxylate), C(=O)(C(F)(F)F)O (TFA). The solvent is C(Cl)Cl (CH2Cl2). Conditions: time 30 minute. Yields the product ClC1=CC=C(C(=C1C(=O)NC=1C=C2C(=NC1)NN=C2OCC)F)NS(=O)(=O)CCC (6-chloro-N-(3-ethoxy-1H-pyrazolo[3,4-b]pyridin-5-yl)-2-fluoro-3-(propylsulfonamido)benzamide). The yield is 54.2%. Reaction SMILES: [Cl:1][C:2]1[C:7]([C:8]([NH:10][C:11]2[CH:12]=[C:13]3[C:19]([O:20][CH2:21][CH3:22])=[N:18][N:17](C(OC(C)(C)C)=O)[C:14]3=[N:15][CH:16]=2)=[O:9])=[C:6]([F:30])[C:5]([NH:31][S:32]([CH2:35][CH2:36][CH3:37])(=[O:34])=[O:33])=[CH:4][CH:3]=1.C(O)(C(F)(F)F)=O>C(Cl)Cl>[Cl:1][C:2]1[C:7]([C:8]([NH:10][C:11]2[CH:12]=[C:13]3[C:19]([O:20][CH2:21][CH3:22])=[N:18][NH:17][C:14]3=[N:15][CH:16]=2)=[O:9])=[C:6]([F:30])[C:5]([NH:31][S:32]([CH2:35][CH2:36][CH3:37])(=[O:34])=[O:33])=[CH:4][CH:3]=1. Procedure details: A mixture of tert-butyl 5-(6-chloro-2-fluoro-3-(propylsulfonamido)benzamido)-3-ethoxy-1H-pyrazolo[3,4-b]pyridine-1-carboxylate (0.090 g, 0.162 mmol) and TFA (3.12 mL, 40.5 mmol) in CH2Cl2 (5 mL) was stirred at room temperature for 30 minutes. The reaction mixture was concentrated under reduced pressure using toluene to azeotrope. The crude material was purified by silica gel flash column chromatography (5% 7N NH3-MeOH in CH2Cl2) to afford 6-chloro-N-(3-ethoxy-1H-pyrazolo[3,4-b]pyridin-5-yl)-2-fl... Reactants: C1(=CC=CC=C1)O (phenol), ClCCN1CCCCC1 (1-(2-chloroethyl) piperidine), C([O-])([O-])=O.[K+].[K+] (potassium carbonate). Solvent: CN(C=O)C (dimethylformamide). Yields the product Cl.N1(CCCCC1)CCOC1=CC=CC=C1 (Phenyl 2-Piperidinoethyl Ether Hydrochloride). Isolated yield 49.9%. Reaction SMILES: [C:1]1([OH:7])[CH:6]=[CH:5][CH:4]=[CH:3][CH:2]=1.[Cl:8][CH2:9][CH2:10][N:11]1[CH2:16][CH2:15][CH2:14][CH2:13][CH2:12]1.C(=O)([O-])[O-].[K+].[K+]>CN(C)C=O>[ClH:8].[N:11]1([CH2:10][CH2:9][O:7][C:1]2[CH:6]=[CH:5][CH:4]=[CH:3][CH:2]=2)[CH2:16][CH2:15][CH2:14][CH2:13][CH2:12]1 |f:2.3.4,6.7|. Procedure details: A mixture of phenol (46.5 g), 1-(2-chloroethyl) piperidine (103.5 g), and potassium carbonate (207 g) in dimethylformamide (900 mL) was heated to reflux. After refluxing for two hours, the reaction mixture was allowed to cool to room temperature. This mixture was filtered, and the solids washed with dimethylformamide (100 mL). The combined filtrates was concentrated in vacuo to a brown oil. This oil was dissolved with ethyl acetate (400 mL), and the resulting solution was washed with water (2×20... Reactants: CCCCCCC, O=S(=O)(O)CCCNC1CCCCC1, CC1(C)C(C=C(Cl)Cl)C1C(=O)Cl, N#C[Na], O=Cc1cccc(Oc2ccccc2)c1, O. The product is CC1(C)C(C=C(Cl)Cl)C1C(=O)OC(C#N)c1cccc(Oc2ccccc2)c1. Reaction SMILES: [CH3:46][CH2:47][CH2:48][CH2:49][CH2:50][CH2:51][CH3:52].[CH:4]1([NH:5][CH2:6][CH2:7][CH2:8][S:9]([OH:10])(=[O:11])=[O:12])[CH2:13][CH2:14][CH2:15][CH2:16][CH2:17]1.[Cl:18][C:19](=[CH:20][CH:21]1[C:22]([CH3:27])([CH3:28])[CH:23]1[C:24](=[O:25])[Cl:26])[Cl:29].[Na:1][C:2]#[N:3].[O:30]([c:31]1[cH:32][cH:33][cH:34][cH:35][cH:36]1)[c:37]1[cH:38][c:39]([CH:40]=[O:41])[cH:42][cH:43][cH:44]1.[OH2:45]>>[C:2](#[N:3])[CH:40]([c:39]1[cH:38][c:37]([O:30][c:31]2[cH:32][cH:33][cH:34][cH:35][cH:36]2)[cH:44][cH:43][cH:42]1)[O:41][C:24]([CH:23]1[CH:21]([CH:20]=[C:19]([Cl:18])[Cl:29])[C:22]1([CH3:27])[CH3:28])=[O:25]. Product: COc1ccccc1-c1ccc(CC(NC(=O)OC(C)(C)C)C(=O)O)cc1. The reactants are COC(=O)C(Cc1ccc(-c2ccccc2OC)cc1)NC(=O)OC(C)(C)C, O. Reaction SMILES: [CH3:1][O:2][C:3]([CH:4]([CH2:5][c:6]1[cH:7][cH:8][c:9](-[c:12]2[c:13]([O:18][CH3:19])[cH:14][cH:15][cH:16][cH:17]2)[cH:10][cH:11]1)[NH:20][C:21](=[O:22])[O:23][C:24]([CH3:25])([CH3:26])[CH3:27])=[O:28].[OH2:29]>>[O:2]=[C:3]([CH:4]([CH2:5][c:6]1[cH:7][cH:8][c:9](-[c:12]2[c:13]([O:18][CH3:19])[cH:14][cH:15][cH:16][cH:17]2)[cH:10][cH:11]1)[NH:20][C:21](=[O:22])[O:23][C:24]([CH3:25])([CH3:26])[CH3:27])[OH:28]. Reactants: 1/1/1, C(C)(C)(C)OC(NC(C)C1=C(C=C(C=C1)C(NC1=C(C=NC=C1)F)=O)Br)=O ({1-[2-bromo-4-(3-fluoro-pyridine-4-ylcarbamoyl)-phenyl]-ethyl}-carbamic acid tert-butyl ester), NC=1C=C(C=CC1)B(O)O (3-aminophenylboronic acid). Reagents/catalysts: C=1C=CC(=CC1)[P](C=2C=CC=CC2)(C=3C=CC=CC3)[Pd]([P](C=4C=CC=CC4)(C=5C=CC=CC5)C=6C=CC=CC6)([P](C=7C=CC=CC7)(C=8C=CC=CC8)C=9C=CC=CC9)[P](C=1C=CC=CC1)(C=1C=CC=CC1)C=1C=CC=CC1 (Pd tetrakis). Run in O (water), C(CC(O)(C(=O)O)CC(=O)O)(=O)O (citric acid), COCCOC.C(C)O (DME ethanol). Run at temperature 130 celsius. The product is C(C)(C)(C)OC(NC(C)C1=C(C=C(C=C1)C(NC1=C(C=NC=C1)F)=O)C1=CC(=CC=C1)N)=O ({1-[3′-Amino-5-(3-fluoro-pyridin-4-ylcarbamoyl)-biphenyl-2-yl]-ethyl}-carbamic acid tert-butyl ester). RXN SMILES: [C:1]([O:5][C:6](=[O:27])[NH:7][CH:8]([C:10]1[CH:15]=[CH:14][C:13]([C:16](=[O:25])[NH:17][C:18]2[CH:23]=[CH:22][N:21]=[CH:20][C:19]=2[F:24])=[CH:12][C:11]=1Br)[CH3:9])([CH3:4])([CH3:3])[CH3:2].[NH2:28][C:29]1[CH:30]=[C:31](B(O)O)[CH:32]=[CH:33][CH:34]=1>COCCOC.C(O)C.O.C(O)(=O)CC(CC(O)=O)(C(O)=O)O.C1C=CC([P]([Pd]([P](C2C=CC=CC=2)(C2C=CC=CC=2)C2C=CC=CC=2)([P](C2C=CC=CC=2)(C2C=CC=CC=2)C2C=CC=CC=2)[P](C2C=CC=CC=2)(C2C=CC=CC=2)C2C=CC=CC=2)(C2C=CC=CC=2)C2C=CC=CC=2)=CC=1>[C:1]([O:5][C:6](=[O:27])[NH:7][CH:8]([C:10]1[CH:15]=[CH:14][C:13]([C:16](=[O:25])[NH:17][C:18]2[CH:23]=[CH:22][N:21]=[CH:20][C:19]=2[F:24])=[CH:12][C:11]=1[C:33]1[CH:32]=[CH:31][CH:30]=[C:29]([NH2:28])[CH:34]=1)[CH3:9])([CH3:4])([CH3:3])[CH3:2] |f:2.3,^1:64,66,85,104|. Procedure: To a solution of {1-[2-bromo-4-(3-fluoro-pyridine-4-ylcarbamoyl)-phenyl]-ethyl}-carbamic acid tert-butyl ester (1094 μmol) and 3-aminophenylboronic acid (2 eq) in a mixture of DME/ethanol/1N Na2CO3: 1/1/1 (10 ml) was added Pd tetrakis (0.05 eq). The reaction mixture was heated in the microwave at 130° C. for 1.5 hours. The reaction mixture was cooled to RT and diluted with water and citric acid and extracted with EtOAc. The combined organic layers were washed with water and brine. The organic la...